From a dataset of the Open Reaction Database (ORD), a public repository of structured organic reaction records. describe an organic reaction: reactants, conditions, products, and yield The reactants are CC(=O)O[BH-](OC(C)=O)OC(C)=O, COc1ccc(Nc2cccc3[nH]c(=O)n(C)c23)cc1, CC(=O)O, CCOC(C)=O, CCCC=O, CC(Cl)Cl, [Na+]. Product: CCCCN(c1ccc(OC)cc1)c1cccc2[nH]c(=O)n(C)c12. As a reaction SMILES: [C:30]([O:31][BH-:32]([O:33][C:34](=[O:35])[CH3:36])[O:37][C:38](=[O:39])[CH3:40])(=[O:41])[CH3:42].[CH3:1][O:2][c:3]1[cH:4][cH:5][c:6]([NH:9][c:10]2[cH:11][cH:12][cH:13][c:14]3[c:15]2[n:16]([CH3:20])[c:17](=[O:19])[nH:18]3)[cH:7][cH:8]1.[CH3:26][C:27](=[O:28])[OH:29].[CH3:48][CH2:49][O:50][C:51](=[O:52])[CH3:53].[CH:21]([CH2:22][CH2:23][CH3:24])=[O:25].[Cl:44][CH:45]([Cl:46])[CH3:47].[Na+:43]>>[CH3:1][O:2][c:3]1[cH:4][cH:5][c:6]([N:9]([c:10]2[cH:11][cH:12][cH:13][c:14]3[c:15]2[n:16]([CH3:20])[c:17](=[O:19])[nH:18]3)[CH2:21][CH2:22][CH2:23][CH3:24])[cH:7][cH:8]1.